This data is from the Open Reaction Database (ORD), a public repository of structured organic reaction records. The task is: describe an organic reaction: reactants, conditions, products, and yield The reactants are C(C)OC(=O)C=1C=NC2=C(C=CC=C2C1NC1CCCC1)OC (4-cyclopentylamino-8-methoxy-quinoline-3-carboxylic acid ethyl ester), N(=C=O)C1=CC(=CC=C1)SC (1-isocyanato-3-methylsulfanyl-benzene). Yields the product C1(CCCC1)N1C(N(C(C=2C=NC=3C(=CC=CC3C21)OC)=O)C2=CC(=CC=C2)SC)=O (1-Cyclopentyl-7-methoxy-3-(3-methylsulfanyl-phenyl)-1H-pyrimido[5,4-c]quinoline-2,4-dione). Isolated yield 64.6%. Reaction SMILES: C(O[C:4]([C:6]1[CH:7]=[N:8][C:9]2[C:14]([C:15]=1[NH:16][CH:17]1[CH2:21][CH2:20][CH2:19][CH2:18]1)=[CH:13][CH:12]=[CH:11][C:10]=2[O:22][CH3:23])=[O:5])C.[N:24]([C:27]1[CH:32]=[CH:31][CH:30]=[C:29]([S:33][CH3:34])[CH:28]=1)=[C:25]=[O:26]>>[CH:17]1([N:16]2[C:15]3[C:14]4[CH:13]=[CH:12][CH:11]=[C:10]([O:22][CH3:23])[C:9]=4[N:8]=[CH:7][C:6]=3[C:4](=[O:5])[N:24]([C:27]3[CH:32]=[CH:31][CH:30]=[C:29]([S:33][CH3:34])[CH:28]=3)[C:25]2=[O:26])[CH2:18][CH2:19][CH2:20][CH2:21]1. Procedure details: 1-Cyclopentyl-7-methoxy-3-(3-methylsulfanyl-phenyl)-1H-pyrimido[5,4-c]quinoline-2,4-dione (28 mg) was prepared from 4-cyclopentylamino-8-methoxy-quinoline-3-carboxylic acid ethyl ester (0.1 mmol) and 1-isocyanato-3-methylsulfanyl-benzene (0.5 mmol) following general procedure C. LCMS: m/z 434 [M+1]+. Reported procedure: The title compound was prepared from (RS)-[2-dimethylamino-2′,3′-difluoro-5-(3-oxo-3-{3-[5-(tetrahydro-pyran-2-yloxymethyl)-[1,2,3]triazol-1-yl]-phenyl}-propionylamino)-biphenyl-4-yl]-carbamic acid tert.-butyl ester (Example M7) by treatment with TFA in CH2Cl2 according to the general procedure N. Obtained as a yellow solid (26 mg). The reactants are C(C)(C)(C)OC(NC1=CC(=C(C=C1NC(CC(C1=CC(=CC=C1)N1N=NC=C1COC1OCCCC1)=O)=O)C1=C(C(=CC=C1)F)F)N(C)C)=O ((RS)-[2-dimethylamino-2′,3′-difluoro-5-(3-oxo-3-{3-[5-(tetrahydro-pyran-2-yloxymethyl)-[1,2,3]triazol-1-yl]-phenyl}-propionylamino)-biphenyl-4-yl]-carbamic acid tert.-butyl ester), C(=O)(C(F)(F)F)O (TFA). Solvent: C(Cl)Cl (CH2Cl2). Yields the product FC1=C(C=CC=C1F)C=1C(=CC2=C(NC(CC(=N2)C2=CC(=CC=C2)N2N=NC=C2CO)=O)C1)N(C)C (8-(2,3-Difluoro-phenyl)-7-dimethylamino-4-[3-(5-hydroxymethyl-[1,2,3]triazol-1-yl)-phenyl]-1,3-dihydro-benzo[b][1,4]diazepin-2-one), solid. As a reaction SMILES: C(OC(=O)[NH:7][C:8]1[C:13]([NH:14][C:15](=[O:38])[CH2:16][C:17](=O)[C:18]2[CH:23]=[CH:22][CH:21]=[C:20]([N:24]3C(COC4CCCCO4)=[CH:27][N:26]=[N:25]3)[CH:19]=2)=[CH:12][C:11]([C:39]2[CH:44]=[CH:43][CH:42]=[C:41]([F:45])[C:40]=2[F:46])=[C:10]([N:47]([CH3:49])[CH3:48])[CH:9]=1)(C)(C)C.[C:51]([OH:57])([C:53](F)(F)F)=O>C(Cl)Cl>[F:46][C:40]1[C:41]([F:45])=[CH:42][CH:43]=[CH:44][C:39]=1[C:11]1[C:10]([N:47]([CH3:49])[CH3:48])=[CH:9][C:8]2[N:7]=[C:17]([C:18]3[CH:23]=[CH:22][CH:21]=[C:20]([N:24]4[C:53]([CH2:51][OH:57])=[CH:27][N:26]=[N:25]4)[CH:19]=3)[CH2:16][C:15](=[O:38])[NH:14][C:13]=2[CH:12]=1. Starting materials: C1(=CC=CC=C1)P(C1=CC=CC=C1)C1=CC=CC=C1 (triphenylphosphine), O1[C@@]23[C@H]1[C@@H]([C@H]1[C@@H]4[C@H]5[C@@H](C([C@@]4(C)CC[C@@H]1[C@]3(CC[C@@H](C2)OC(C(C)(C)C)=O)C)=O)C5)O (5,6β-epoxy-7β-hydroxy-15β,16β-methylene-3β-pivaloyloxy-5β-androstan-17-one), ClCCl (dichloromethane), ClC(Cl)(Cl)Cl (tetrachloromethane). The solvent is N1=CC=CC=C1 (pyridine). Conditions: time 2 hour. Product: Cl[C@H]1[C@H]2[C@@H]3[C@H]4[C@@H](C([C@@]3(C)CC[C@@H]2[C@]2(CC[C@@H](C[C@@]23[C@@H]1O3)OC(C(C)(C)C)=O)C)=O)C4 (7α-chloro-5,6β-epoxy-15β,16β-methylene-3β-pivaloyloxy-5β-androstan-17-one). Reaction SMILES: [O:1]1[C@@H:3]2[C@H:4](O)[C@@H:5]3[C@@H:14]([C@@:15]4([CH3:27])[CH2:16][CH2:17][C@H:18]([O:20][C:21](=[O:26])[C:22]([CH3:25])([CH3:24])[CH3:23])[CH2:19][C@@:2]124)[CH2:13][CH2:12][C@@:10]1([CH3:11])[C@H:6]3[C@@H:7]2[CH2:29][C@@H:8]2[C:9]1=[O:28].[Cl:31]CCl.ClC(Cl)(Cl)Cl.C1(P(C2C=CC=CC=2)C2C=CC=CC=2)C=CC=CC=1>N1C=CC=CC=1>[Cl:31][C@@H:4]1[C@H:3]2[O:1][C@:2]32[C@:15]([CH3:27])([CH2:16][CH2:17][C@H:18]([O:20][C:21](=[O:26])[C:22]([CH3:25])([CH3:24])[CH3:23])[CH2:19]3)[C@@H:14]2[C@@H:5]1[C@H:6]1[C@@:10]([CH2:12][CH2:13]2)([CH3:11])[C:9](=[O:28])[C@H:8]2[CH2:29][C@@H:7]12. Reported procedure: A solution of 169 g of 5,6β-epoxy-7β-hydroxy-15β,16β-methylene-3β-pivaloyloxy-5β-androstan-17-one in a mixture of respectively 340 ml of dichloromethane, tetrachloromethane, and pyridine is combined with 200 g of triphenylphosphine and stirred for 2 hours at room temperature. The reaction solution is washed with water, dried over sodium sulfate, and evaporated to dryness under vacuum. The residue is stirred up with 310 ml of ethanol and filtered. The filter cake is washed with 175 ml of ethanol ... The reactants are Cc1ccc(OCCCN2CCC(O)CC2)c([N+](=O)[O-])c1, O=[N+]([O-])c1ccccc1OCCCN1CCC(O)CC1, ClC(c1ccsc1)c1ccsc1. The product is Cc1ccc(OCCCN2CCC(OC(c3ccsc3)c3ccsc3)CC2)c([N+](=O)[O-])c1. As a reaction SMILES: [OH:13][CH:14]1[CH2:15][CH2:16][N:17]([CH2:20][CH2:21][CH2:22][O:23][c:24]2[c:25]([N+:31](=[O:32])[O-:33])[cH:26][c:27]([CH3:30])[cH:28][cH:29]2)[CH2:18][CH2:19]1.[OH:34][CH:35]1[CH2:36][CH2:37][N:38]([CH2:39][CH2:40][CH2:41][O:42][c:43]2[cH:44][cH:45][cH:46][cH:47][c:48]2[N+:49]([O-:50])=[O:51])[CH2:52][CH2:53]1.[s:1]1[cH:2][c:3]([CH:6]([c:7]2[cH:8][s:9][cH:10][cH:11]2)[Cl:12])[cH:4][cH:5]1>>[s:1]1[cH:2][c:3]([CH:6]([c:7]2[cH:8][s:9][cH:10][cH:11]2)[O:13][CH:14]2[CH2:15][CH2:16][N:17]([CH2:20][CH2:21][CH2:22][O:23][c:24]3[c:25]([N+:31](=[O:32])[O-:33])[cH:26][c:27]([CH3:30])[cH:28][cH:29]3)[CH2:18][CH2:19]2)[cH:4][cH:5]1. The reactants are ClC=1N=CC(=NC1)C(=O)N1CC2=C(CC1)NC(=N2)C2=NNC1=CC(=CC=C21)C2=C(C=C(C(=C2)F)O)CC ((5-chloropyrazin-2-yl)(2-(6-(2-ethyl-5-fluoro-4-hydroxyphenyl)-1H-indazol-3-yl)-6,7-dihydro-1H-imidazo[4,5-c]pyridin-5(4H)-yl)methanone), CN(CCN)C (N,N-dimethylethylendiamine). Yields the product CN(CCNC=1N=CC(=NC1)C(=O)N1CC2=C(CC1)NC(=N2)C2=NNC1=CC(=CC=C21)C2=C(C=C(C(=C2)F)O)CC)C ([5-(2-Dimethylamino-ethylamino)-pyrazin-2-yl]-{2-[6-(2-ethyl-5-fluoro-4-hydroxy-phenyl)-1H-indazol-3-yl]-1,4,6,7-tetrahydro-imidazo[4,5-c]pyridin-5-yl}-methanone). Yield: 45.5%. Reaction SMILES: Cl[C:2]1[N:3]=[CH:4][C:5]([C:8]([N:10]2[CH2:15][CH2:14][C:13]3[NH:16][C:17]([C:19]4[C:27]5[C:22](=[CH:23][C:24]([C:28]6[CH:33]=[C:32]([F:34])[C:31]([OH:35])=[CH:30][C:29]=6[CH2:36][CH3:37])=[CH:25][CH:26]=5)[NH:21][N:20]=4)=[N:18][C:12]=3[CH2:11]2)=[O:9])=[N:6][CH:7]=1.[CH3:38][N:39]([CH3:43])[CH2:40][CH2:41][NH2:42]>>[CH3:38][N:39]([CH3:43])[CH2:40][CH2:41][NH:42][C:2]1[N:3]=[CH:4][C:5]([C:8]([N:10]2[CH2:15][CH2:14][C:13]3[NH:16][C:17]([C:19]4[C:27]5[C:22](=[CH:23][C:24]([C:28]6[CH:33]=[C:32]([F:34])[C:31]([OH:35])=[CH:30][C:29]=6[CH2:36][CH3:37])=[CH:25][CH:26]=5)[NH:21][N:20]=4)=[N:18][C:12]=3[CH2:11]2)=[O:9])=[N:6][CH:7]=1. Reported procedure: The title compound was prepared from (5-chloropyrazin-2-yl)(2-(6-(2-ethyl-5-fluoro-4-hydroxyphenyl)-1H-indazol-3-yl)-6,7-dihydro-1H-imidazo[4,5-c]pyridin-5(4H)-yl)methanone (100 mg, 193 μmol) and N,N-dimethylethylendiamine, (34 mg, 386 μmol) using the method of Example 32. The crude material was purified by HPLC Method E to afford (50 mg, 46%) of the title compound as white solid.